This data is from the Open Reaction Database (ORD), a public repository of structured organic reaction records. The task is: describe an organic reaction: reactants, conditions, products, and yield Reactants: octamolybdate, N1=C(N)N=C(N)N=C1N (melamine), [Mo](=O)(=O)=O (molybdenum trioxide), O.O.O.O.O.O.O.[O-]S(=O)(=O)[O-].[Mg+2] (epsom salt). Solvent: O (water), O (water). Run at temperature 105 celsius. Product: [O-][Mo](=O)(=O)[O-].N1=C(N)N=C(N)N=C1N (molybdate melamine). Yield: 98.0%. As a reaction SMILES: [N:1]1[C:8]([NH2:9])=[N:7][C:5]([NH2:6])=[N:4][C:2]=1[NH2:3].[Mo:10](=[O:13])(=[O:12])=[O:11].O.O.O.O.O.O.O.[O-:21]S([O-])(=O)=O.[Mg+2]>O>[O-:11][Mo:10]([O-:21])(=[O:13])=[O:12].[N:1]1[C:8]([NH2:9])=[N:7][C:5]([NH2:6])=[N:4][C:2]=1[NH2:3] |f:2.3.4.5.6.7.8.9.10,12.13|. Reported procedure: Melaminium octamolybdate having a 2/1 molybdate/melamine molar ratio was prepared by the following procedure. 10.00 grams of melamine, 22.83 grams of molybdenum trioxide, 39.09 grams of epsom salt (MgSO4.7H2O) and 300 milliliters of water were added to a 500 milliliter round-bottom flask fitted with a water-cooled condenser. The mixture was refluxed at about 105° C. for 2 hours while being stirred continuously, cooled to room temperature and filtered. A white crystalline product was recovered. T... Reactants: BrC1=C(C=CC=C1)CC(C)=O (2-bromophenyl-2-propanone), C1(=CC=CC=C1)C#C (phenylacetylene), C1(=CC=CC=C1)C#C (phenylacetylene), C1(=CC=CC=C1)C#C (phenylacetylene), C1(=CC=CC=C1)C#C (phenylacetylene). Reagents/catalysts: C1=CC=C(C=C1)P(C2=CC=CC=C2)C3=CC=CC=C3.C1=CC=C(C=C1)P(C2=CC=CC=C2)C3=CC=CC=C3.Cl[Pd]Cl (bis(triphenylphosphine)palladium (II) chloride), [Cu]I (copper (I) iodide), [Cu]I (copper (I) iodide), [Cu]I (copper (I) iodide). The solvent is C(C)N(CC)CC (triethylamine). Product: C1(=CC=CC=C1)C#CC1=C(C=CC=C1)CC(C)=O (1-[2-(phenylethynyl)phenyl]-2-propanone). Isolated yield 80.8%. RXN SMILES: Br[C:2]1[CH:7]=[CH:6][CH:5]=[CH:4][C:3]=1[CH2:8][C:9](=[O:11])[CH3:10].[C:12]1([C:18]#[CH:19])[CH:17]=[CH:16][CH:15]=[CH:14][CH:13]=1>C(N(CC)CC)C.C1C=CC(P(C2C=CC=CC=2)C2C=CC=CC=2)=CC=1.C1C=CC(P(C2C=CC=CC=2)C2C=CC=CC=2)=CC=1.Cl[Pd]Cl.[Cu]I>[C:12]1([C:18]#[C:19][C:2]2[CH:7]=[CH:6][CH:5]=[CH:4][C:3]=2[CH2:8][C:9](=[O:11])[CH3:10])[CH:17]=[CH:16][CH:15]=[CH:14][CH:13]=1 |f:3.4.5|. Procedure details: A solution of 28.3 g (112 mmole) of 2-bromophenyl-2-propanone, 14.7 ml (134 mmole) of phenylacetylene, 1.8 g (2.24 mmole) of bis(triphenylphosphine)palladium (II) chloride and 0.85 g (4.48 mmole) of copper (I) iodide in 250 ml of triethylamine under nitrogen was heated under reflux for 31/2 hours. An additional 3.6 ml of phenylacetylene, 0.36 g of palladium complex and 0.1 g copper (I) iodide were added. The mixture was heated under reflux for 31/2 hours. An additional 5.0 ml of phenylacetylene,... Starting materials: [N+](=O)([O-])C=1C=C(CCl)C=CC1 (3-nitrobenzylchloride), CN1CCNCC1 (N-methylpiperazine), C([O-])([O-])=O.[K+].[K+] (potassium carbonate). Run in CC(=O)C (acetone). Conditions: time 15 hour. Yields the product CN1CCN(CC1)CC1=CC(=CC=C1)[N+](=O)[O-] (1-Methyl-4-(3-nitro-benzyl)-piperazine). Reaction SMILES: [N+:1]([C:4]1[CH:5]=[C:6]([CH:9]=[CH:10][CH:11]=1)[CH2:7]Cl)([O-:3])=[O:2].[CH3:12][N:13]1[CH2:18][CH2:17][NH:16][CH2:15][CH2:14]1.C(=O)([O-])[O-].[K+].[K+]>CC(C)=O>[CH3:12][N:13]1[CH2:18][CH2:17][N:16]([CH2:7][C:6]2[CH:9]=[CH:10][CH:11]=[C:4]([N+:1]([O-:3])=[O:2])[CH:5]=2)[CH2:15][CH2:14]1 |f:2.3.4|. Procedure: A mixture of 3-nitrobenzylchloride (5 g, 29.14 mmol), N-methylpiperazine (3.9 mL, 34.97 mmol, 1.2 equiv), potassium carbonate (8 g, 58.28, 2 equiv), and acetone (100 ml) is stirred for 15 h at reflux. The reaction mixture is allowed to cool to RT, filtered and concentrated. The residue is purified by silica gel MPLC (DCM/MeOH+1% NH3aq, 95:5) to afford the title compound as a brow oil: ESI-MS: 236.0 [MH]+; tR=1.40 min (purity: 100%, system 1); TLC: Rf=0.31 (DCM/MeOH+1% NH3aq, 9:1). Starting materials: CC(=O)N1CCC(=O)CC1, C1CCNC1, Cc1ccccc1, O, Cc1ccc(S(=O)(=O)O)cc1, c1ccccc1. The product is CC(=O)N1CC=C(N2CCCC2)CC1. RXN SMILES: [C:1]([CH3:2])(=[O:3])[N:4]1[CH2:5][CH2:6][C:7](=[O:10])[CH2:8][CH2:9]1.[CH2:18]1[CH2:19][CH2:20][NH:21][CH2:22]1.[CH3:11][c:12]1[cH:13][cH:14][cH:15][cH:16][cH:17]1.[OH2:34].[c:23]1([CH3:24])[cH:25][cH:26][c:27]([S:28]([OH:29])(=[O:30])=[O:31])[cH:32][cH:33]1.[cH:35]1[cH:36][cH:37][cH:38][cH:39][cH:40]1>>[C:1]([CH3:2])(=[O:3])[N:4]1[CH2:5][CH2:6][C:7]([N:21]2[CH2:20][CH2:19][CH2:18][CH2:22]2)=[CH:8][CH2:9]1. Reactants: C(C)O (ethanol), O (water), [H-].[Al+3].[Li+].[H-].[H-].[H-] (lithium aluminum hydride), ClC1=CC=CC2=C1CC(C1=C(S2)C=CC(=C1)F)Cl (9-chloro-11-chloro-2-fluoro-10,11-dihydrodibenzo[b,f]thiepin), [H-].[Al+3].[Li+].[H-].[H-].[H-] (lithium aluminum hydride). Run in O1CCCC1 (tetrahydrofuran), O1CCCC1 (tetrahydrofuran). Conditions: time 0.5 hour. The product is FC1=CC2=C(SC3=C(CC2)C(=CC=C3)Cl)C=C1 (2-fluoro-9-chloro-10,11-dihydrodibenzo[b,f]thiepin). Isolated yield 64.6%. As a reaction SMILES: [H-].[Al+3].[Li+].[H-].[H-].[H-].[Cl:7][C:8]1[C:13]2[CH2:14][CH:15](Cl)[C:16]3[CH:22]=[C:21]([F:23])[CH:20]=[CH:19][C:17]=3[S:18][C:12]=2[CH:11]=[CH:10][CH:9]=1.C(O)C.O>O1CCCC1>[F:23][C:21]1[CH:20]=[CH:19][C:17]2[S:18][C:12]3[CH:11]=[CH:10][CH:9]=[C:8]([Cl:7])[C:13]=3[CH2:14][CH2:15][C:16]=2[CH:22]=1 |f:0.1.2.3.4.5|. Procedure details: 0.7g of lithium aluminum hydride was suspended in 20ml of tetrahydrofuran, to the resulting suspension was added dropwise with stirring 2.1g of 9-chloro-11-chloro-2-fluoro-10,11-dihydrodibenzo[b,f]thiepin dissolved in 10ml of anhydrous tetrahydrofuran and the mixture was stirred at room temperature for 0.5hr., further under reflux condition for 3.5 hrs., while preventing the moisture. After completion of the reaction, an excess of lithium aluminum hydride was decomposed by adding ethanol and wat... Starting materials: [OH-].[K+] (potassium hydroxide), C1(CCCC1)OC=1C(=NC=C(C(=S)OC)C1)C (methyl 5-cyclopentyloxy-6-methylthionicotinoate). Solvent: O (water), CO (methanol). Conditions: time 6 hour. Yields the product C1(CCCC1)OC=1C(=NC=C(C(=S)O)C1)C (5-cyclopentyloxy-6-methylthionicotinic acid). Isolated yield 73.7%. RXN SMILES: [OH-].[K+].[CH:3]1([O:8][C:9]2[C:10]([CH3:19])=[N:11][CH:12]=[C:13]([CH:18]=2)[C:14]([O:16]C)=[S:15])[CH2:7][CH2:6][CH2:5][CH2:4]1>O.CO>[CH:3]1([O:8][C:9]2[C:10]([CH3:19])=[N:11][CH:12]=[C:13]([CH:18]=2)[C:14]([OH:16])=[S:15])[CH2:4][CH2:5][CH2:6][CH2:7]1 |f:0.1|. Reported procedure: A solution of potassium hydroxide (582 mg) in water (6 mL) is added to a stirred solution of methyl 5-cyclopentyloxy-6-methylthionicotinoate (920 mg) in methanol at room temperature and the mixture stirred for 6 hours. After concentrating in vacuo the mixture is diluted with water and acidified to pH 1 with aqueous 2 M hydrochloric acid. The product is extracted into ethyl acetate, the extracts treated with decolourising charcoal, dried (MgSO4) and evaporated. The residue is triturated with n-pe... Reactants: P(=O)([O-])([O-])[O-].[K+].[K+].[K+] (potassium phosphate), CN1CC2=C(NC=3C=CC(=CC23)C)CC1 (2,3,4,5-Tetrahydro-2,8-dimethyl-1H-pyrido[4,3-b]indole), BrC=C(C)C1=CC(=CC=C1)S(=O)(=O)C (1-(1-Bromoprop-1-en-2-yl)-3-(methylsulfonyl)benzene), N1[C@H](C(=O)O)CCC1 (L-proline). The reagents and catalysts are [Cu]I (copper (I) iodide). Solvent: CN(C)C=O (DMF). Reaction conditions: temperature 85 celsius, time 8 hour. The product is CN1CC2=C(N(C=3C=CC(=CC23)C)\C=C(/C)\C2=CC(=CC=C2)S(=O)(=O)C)CC1 ((E)-2,8-dimethyl-5-(2-(3-(methylsulfonyl)phenyl)prop-1-enyl)-2,3,4,5-tetrahydro-1H-pyrido[4,3-b]indole). As a reaction SMILES: Br[CH:2]=[C:3]([C:5]1[CH:10]=[CH:9][CH:8]=[C:7]([S:11]([CH3:14])(=[O:13])=[O:12])[CH:6]=1)[CH3:4].P([O-])([O-])([O-])=O.[K+].[K+].[K+].N1CCC[C@H]1C(O)=O.[CH3:31][N:32]1[CH2:45][CH2:44][C:35]2[NH:36][C:37]3[CH:38]=[CH:39][C:40]([CH3:43])=[CH:41][C:42]=3[C:34]=2[CH2:33]1>CN(C=O)C.[Cu]I>[CH3:31][N:32]1[CH2:45][CH2:44][C:35]2[N:36](/[CH:2]=[C:3](/[C:5]3[CH:10]=[CH:9][CH:8]=[C:7]([S:11]([CH3:14])(=[O:13])=[O:12])[CH:6]=3)\[CH3:4])[C:37]3[CH:38]=[CH:39][C:40]([CH3:43])=[CH:41][C:42]=3[C:34]=2[CH2:33]1 |f:1.2.3.4|. Procedure details: 1-(1-Bromoprop-1-en-2-yl)-3-(methylsulfonyl)benzene (189 mg, 0.7 mmol) was dissolved in DMF (5 mL) and potassium phosphate (424 mg, 2 mmol) was added followed by copper (I) iodide (19 mg, 0.1 mmol) and L-proline (23 mg, 0.2 mmol). 2,3,4,5-Tetrahydro-2,8-dimethyl-1H-pyrido[4,3-b]indole (200 mg, 1 mmol) was added and the mixture purged with nitrogen for 2 min. The reaction mixture was stirred at 85° C. overnight. Water was added and the solid mass was filtered under vacuum. The crude product was p...